From a dataset of the Open Reaction Database (ORD), a public repository of structured organic reaction records. describe an organic reaction: reactants, conditions, products, and yield Reactants: C=O, CCn1cnnc1-c1ccncc1, ClCCl. Yields the product CCn1c(CO)nnc1-c1ccncc1. As a reaction SMILES: [CH2:14]=[O:15].[CH2:1]([CH3:2])[n:3]1[c:4](-[c:8]2[cH:9][cH:10][n:11][cH:12][cH:13]2)[n:5][n:6][cH:7]1.[Cl:16][CH2:17][Cl:18]>>[CH2:1]([CH3:2])[n:3]1[c:4](-[c:8]2[cH:9][cH:10][n:11][cH:12][cH:13]2)[n:5][n:6][c:7]1[CH2:14][OH:15].